From a dataset of the Open Reaction Database (ORD), a public repository of structured organic reaction records. describe an organic reaction: reactants, conditions, products, and yield The reactants are O=C([O-])[O-], CCCCCC=O, ClCCl, Cl, CC(C)(N)CF, [K+], [K+], [Mg+2], O=S(=O)([O-])[O-]. The product is CCCCCC=NC(C)(C)CF. RXN SMILES: [C:14](=[O:15])([O-:16])[O-:17].[CH:20]([CH2:21][CH2:22][CH2:23][CH2:24][CH3:25])=[O:26].[Cl:27][CH2:28][Cl:29].[ClH:1].[F:2][CH2:3][C:4]([CH3:5])([NH2:6])[CH3:7].[K+:18].[K+:19].[Mg+2:8].[O-:9][S:10](=[O:11])(=[O:12])[O-:13]>>[F:2][CH2:3][C:4]([CH3:5])([N:6]=[CH:20][CH2:21][CH2:22][CH2:23][CH2:24][CH3:25])[CH3:7].